Dataset: the Open Reaction Database (ORD), a public repository of structured organic reaction records. Task: describe an organic reaction: reactants, conditions, products, and yield Starting materials: COC(C1=C(N=C(C=C1)CCC#N)N)=O (2-amino-6-(2-cyanoethyl)-nicotinic acid methyl ester), [OH-].[Na+] (sodium hydroxide), Cl (hydrochloric acid). Solvent: CO (methanol). Run at time 18 hour. The product is NC1=C(C(=O)O)C=CC(=N1)CCC#N (2-Amino-6-(2-cyanoethyl)-nicotinic Acid). Yield: 80.9%. Reaction SMILES: [OH-].[Na+].C[O:4][C:5](=[O:17])[C:6]1[CH:11]=[CH:10][C:9]([CH2:12][CH2:13][C:14]#[N:15])=[N:8][C:7]=1[NH2:16].Cl>CO>[NH2:16][C:7]1[N:8]=[C:9]([CH2:12][CH2:13][C:14]#[N:15])[CH:10]=[CH:11][C:6]=1[C:5]([OH:17])=[O:4] |f:0.1|. Procedure details: To a solvent mixture of 2N-sodium hydroxide aqueous solution (5 mL) and methanol (5 mL) was added 2-amino-6-(2-cyanoethyl)-nicotinic acid methyl ester (90 mg, 0.439 mmol), and the solution was stirred for 18 hours at room temperature. This mixed solution was neutralized with 5N-hydrochloric acid, then, extracted with ethyl acetate. This organic layer was dried over anhydrous magnesium sulfate, then, the solvent was evaporated in vacuo, and the title compound (68 mg, 0.355 mmol, 81%) was obtained... As a reaction SMILES: [Br:1][C:2]1[CH:3]=[CH:4][C:5]2[N:6]([CH:8]=[C:9]([C:11]3[CH:16]=[CH:15][C:14]([OH:17])=[CH:13][CH:12]=3)[N:10]=2)[CH:7]=1.C(=O)([O-])[O-].[K+].[K+].[F:24][CH2:25][CH2:26]OS(C1C=CC(C)=CC=1)(=O)=O>O>[Br:1][C:2]1[CH:3]=[CH:4][C:5]2[N:6]([CH:8]=[C:9]([C:11]3[CH:16]=[CH:15][C:14]([O:17][CH2:26][CH2:25][F:24])=[CH:13][CH:12]=3)[N:10]=2)[CH:7]=1 |f:1.2.3|. Yield: 66.5%. Yields the product BrC=1C=CC=2N(C1)C=C(N2)C2=CC=C(C=C2)OCCF (6-bromo-2-[4′-(2″-fluoroethoxy)phenyl]imidazo[1,2-a]pyridine). The reactants are BrC=1C=CC=2N(C1)C=C(N2)C2=CC=C(C=C2)O (6-bromo-2-(4′-hydroxyphenyl)imidazo[1,2-a]pyridine), C([O-])([O-])=O.[K+].[K+] (potassium carbonate), FCCOS(=O)(=O)C1=CC=C(C=C1)C (2-fluoroethyl-p-toluenesulfonate). Reported procedure: 578 mg (corresponding to 2.0 mmol) of 6-bromo-2-(4′-hydroxyphenyl)imidazo[1,2-a]pyridine that was sufficiently dried to remove moisture was dissolved in 20 mL of N,N-dimethylformamide, and 830 mg (corresponding to 6.0 mmol) of potassium carbonate was added thereto. The mixture was supplemented with 510 μL (corresponding to 3.0 mmol) of 2-fluoroethyl-p-toluenesulfonate, and then the solution was stirred at room temperature for 44.5 hours. After the completion of the reaction, the reaction solutio... Reaction conditions: time 44.5 hour. Solvent: O (water). The reactants are FC=1C=C(C=C(C1NS(=O)(=O)C)F)C(C)NC(=O)C=1N=C(OC1)Cl (2-Chloro-oxazole-4-carboxylic acid [1-(3,5-difluoro-4-methanesulfonylamino-phenyl)-ethyl]-amide), ClC=1C=C(C=CC1)O (3-chlorophenol). Yields the product FC=1C=C(C=C(C1NS(=O)(=O)C)F)C(C)NC(=O)C=1N=C(OC1)OC1=CC(=CC=C1)Cl (2-(3-Chloro-phenoxy)-oxazole-4-carboxylic acid [1-(3,5-difluoro-4-methanesulfonylamino-phenyl)-ethyl]-amide). The yield is 29.3%. Reaction SMILES: [F:1][C:2]1[CH:3]=[C:4]([CH:14]([NH:16][C:17]([C:19]2[N:20]=[C:21](Cl)[O:22][CH:23]=2)=[O:18])[CH3:15])[CH:5]=[C:6]([F:13])[C:7]=1[NH:8][S:9]([CH3:12])(=[O:11])=[O:10].[Cl:25][C:26]1[CH:27]=[C:28]([OH:32])[CH:29]=[CH:30][CH:31]=1>>[F:1][C:2]1[CH:3]=[C:4]([CH:14]([NH:16][C:17]([C:19]2[N:20]=[C:21]([O:32][C:28]3[CH:29]=[CH:30][CH:31]=[C:26]([Cl:25])[CH:27]=3)[O:22][CH:23]=2)=[O:18])[CH3:15])[CH:5]=[C:6]([F:13])[C:7]=1[NH:8][S:9]([CH3:12])(=[O:11])=[O:10]. Procedure details: 2-Chloro-oxazole-4-carboxylic acid [1-(3,5-difluoro-4-methanesulfonylamino-phenyl)-ethyl]-amide (50 mg, 0.13 mmol) was reacted with 3-chlorophenol (34 mg, 0.26 mmol) to give the title compound (18 mg, 29%) after purification by column chromatography (gradient 12% to 100% EtOAc in n-hexane). The reactants are ClC1=C(C=CC(=C1)F)C(=O)N1CCN=C(C1)OCC (1-[(2-chloro-4-fluorophenyl)carbonyl]-5-(ethyloxy)-1,2,3,6-tetrahydropyrazine), C(C1=CC=CC=C1)(=O)NN (benzohydrazide), C(C1=CC=CC=C1)(=O)NN (benzoylhydrazine). The solvent is C(CCC)O (1-butanol). Product: ClC1=C(C=CC(=C1)F)C(=O)N1CC=2N(CC1)C(=NN2)C2=CC=CC=C2 (7-[(2-chloro-4-fluorophenyl)carbonyl]-3-phenyl-5,6,7,8-tetrahydro[1,2,4]triazolo[4,3-a]pyrazine). As a reaction SMILES: [Cl:1][C:2]1[CH:7]=[C:6]([F:8])[CH:5]=[CH:4][C:3]=1[C:9]([N:11]1[CH2:16][C:15](OCC)=[N:14][CH2:13][CH2:12]1)=[O:10].[C:20]([NH:28][NH2:29])(=O)[C:21]1[CH:26]=[CH:25][CH:24]=[CH:23][CH:22]=1>C(O)CCC>[Cl:1][C:2]1[CH:7]=[C:6]([F:8])[CH:5]=[CH:4][C:3]=1[C:9]([N:11]1[CH2:12][CH2:13][N:14]2[C:20]([C:21]3[CH:26]=[CH:25][CH:24]=[CH:23][CH:22]=3)=[N:28][N:29]=[C:15]2[CH2:16]1)=[O:10]. Procedure: A mixture of 1-[(2-chloro-4-fluorophenyl)carbonyl]-5-(ethyloxy)-1,2,3,6-tetrahydropyrazine (0.228 g, 0.8 mmol, e.g. see preparation below) and benzohydrazide (benzoylhydrazine, 0.109 g, 0.800 mmol, CAS [613-94-5], commercially available e.g. from Sigma-Aldrich or ABCR) in 1-butanol (1 ml) was heated at reflux for 18 hours. After cooling to room temperature the solvent was evaporated and the residue was purified by mass-directed automated (preparative) HPLC (MDAP). A trituration with diethyl ethe... The reactants are CC1(OC2=C(C(N1C1=CC=C(C=N1)C(C(=O)OCC)(C)C)=O)C=CC=C2)C (ethyl 2-[6-(2,2-dimethyl-4-oxo-4H-1,3-benzoxazin-3-yl)-pyridin-3-yl]-2-methylpropanoate), Cl (HCl). Reaction conditions: temperature 100 celsius. The product is Cl.NC1=CC=C(C=N1)C(C(=O)O)(C)C (2-(6-Aminopyridin-3-yl)-2-methylpropanoic acid hydrochloride). The yield is 88.0%. As a reaction SMILES: CC1(C)[N:7]([C:8]2[N:13]=[CH:12][C:11]([C:14]([CH3:21])([CH3:20])[C:15]([O:17]CC)=[O:16])=[CH:10][CH:9]=2)C(=O)C2C=CC=CC=2O1.[ClH:28]>>[ClH:28].[NH2:7][C:8]1[N:13]=[CH:12][C:11]([C:14]([CH3:21])([CH3:20])[C:15]([OH:17])=[O:16])=[CH:10][CH:9]=1 |f:2.3|. Reported procedure: A stirred mixture of ethyl 2-[6-(2,2-dimethyl-4-oxo-4H-1,3-benzoxazin-3-yl)-pyridin-3-yl]-2-methylpropanoate (13.3 g, 36.1 mmol) in concentrated HCl (50 mL) was heated at 100° C. overnight. After cooling to ambient temperature, the reaction mixture was concentrated in vacuo and the residue washed exhaustively with chloroform to give the title compound as a colourless solid (6.90 g, 88%). The reactants are OS(=O)(=O)O (H2SO4), ClC1=CC=C(C=C1)CC#N (4-chlorophenyacetonitrile), C1CCC2=NCCCN2CC1 (DBU), C(C)(=O)OC(C)=O (acetic anhydride). The reagents and catalysts are Cl (HCl). Run in C(C)O (ethanol), CC(=O)C (acetone), C(C)#N (acetonitrile), C(CCC)Cl (butyl chloride). Run at temperature -50 celsius. The product is C(C)(=O)OC(C(C#N)C1=CC=C(C=C1)Cl)(C)C (3-acetoxy-2-(4-chlorophenyl)-3-methylbutanenitrile). RXN SMILES: [Cl:1][C:2]1[CH:7]=[CH:6][C:5]([CH2:8][C:9]#[N:10])=[CH:4][CH:3]=1.[CH2:11]1[CH2:21][CH2:20]N2C(=NCCC2)CC1.[C:22]([O:25]C(=O)C)(=[O:24])[CH3:23].OS(O)(=O)=O>C(Cl)CCC.Cl.C(#N)C.C(O)C.CC(C)=O>[C:22]([O:25][C:21]([CH3:20])([CH3:11])[CH:8]([C:5]1[CH:6]=[CH:7][C:2]([Cl:1])=[CH:3][CH:4]=1)[C:9]#[N:10])(=[O:24])[CH3:23]. Procedure: A mixture of 4-chlorophenyacetonitrile (1 gr. 5.37 mmol), DBU (14 mg) and acetone (2 mL) was warmed to reflux for ˜6-7 minutes, cooled, and diluted with 3 mL of butyl chloride. The solution was treated with 3 drops of 3N HCl, washed with water and saturated NaCl solution and the organic layer was filtered through a small pad of anhydrous magnesium sulfate. The resulting solution was chilled to −50° C. and seeded with the starting nitrile. After crystallization was complete, the supernatant liqui...